This data is from the Open Reaction Database (ORD), a public repository of structured organic reaction records. The task is: describe an organic reaction: reactants, conditions, products, and yield Reactants: CCCc1nc2c(C)cc(-c3cn(CCOCCOC)cn3)cc2n1Cc1ccc(-c2ccccc2C(=O)OC(C)(C)C)cc1, ClCCl, O=C(O)C(F)(F)F. The product is CCCc1nc2c(C)cc(-c3cn(CCOCCOC)cn3)cc2n1Cc1ccc(-c2ccccc2C(=O)O)cc1. As a reaction SMILES: [CH2:1]([CH2:2][CH3:3])[c:4]1[n:5][c:6]2[c:7]([n:8]1[CH2:9][c:10]1[cH:11][cH:12][c:13](-[c:16]3[c:17]([C:22](=[O:23])[O:24][C:25]([CH3:26])([CH3:27])[CH3:28])[cH:18][cH:19][cH:20][cH:21]3)[cH:14][cH:15]1)[cH:29][c:30](-[c:34]1[n:35][cH:36][n:37]([CH2:39][CH2:40][O:41][CH2:42][CH2:43][O:44][CH3:45])[cH:38]1)[cH:31][c:32]2[CH3:33].[CH2:53]([Cl:54])[Cl:55].[OH:46][C:47]([C:48]([F:49])([F:50])[F:51])=[O:52]>>[CH2:1]([CH2:2][CH3:3])[c:4]1[n:5][c:6]2[c:7]([n:8]1[CH2:9][c:10]1[cH:11][cH:12][c:13](-[c:16]3[c:17]([C:22](=[O:23])[OH:24])[cH:18][cH:19][cH:20][cH:21]3)[cH:14][cH:15]1)[cH:29][c:30](-[c:34]1[n:35][cH:36][n:37]([CH2:39][CH2:40][O:41][CH2:42][CH2:43][O:44][CH3:45])[cH:38]1)[cH:31][c:32]2[CH3:33]. Reactants: C(C)(C)C1=C(OCC(=O)OCC2=CC=CC=C2)C=CC(=C1)B1OC(C(O1)(C)C)(C)C (benzyl [2-isopropyl-4-(4,4,5,5-tetramethyl-1,3,2-dioxaborolan-2-yl)phenoxy]acetate). The reagents and catalysts are [C].[Pd] (palladium-carbon). The solvent is C(C)O (ethanol). Reaction conditions: time 2 hour. The product is C(C)(C)C1=C(OCC(=O)O)C=CC(=C1)B1OC(C(O1)(C)C)(C)C ([2-Isopropyl-4-(4,4,5,5-tetramethyl-1,3,2-dioxaborolan-2-yl)phenoxy]acetic acid). Isolated yield 83.3%. Reaction SMILES: [CH:1]([C:4]1[CH:21]=[C:20]([B:22]2[O:26][C:25]([CH3:28])([CH3:27])[C:24]([CH3:30])([CH3:29])[O:23]2)[CH:19]=[CH:18][C:5]=1[O:6][CH2:7][C:8]([O:10]CC1C=CC=CC=1)=[O:9])([CH3:3])[CH3:2]>C(O)C.[C].[Pd]>[CH:1]([C:4]1[CH:21]=[C:20]([B:22]2[O:26][C:25]([CH3:28])([CH3:27])[C:24]([CH3:30])([CH3:29])[O:23]2)[CH:19]=[CH:18][C:5]=1[O:6][CH2:7][C:8]([OH:10])=[O:9])([CH3:3])[CH3:2] |f:2.3|. Reported procedure: A mixture of benzyl [2-isopropyl-4-(4,4,5,5-tetramethyl-1,3,2-dioxaborolan-2-yl)phenoxy]acetate (0.24 g) and 10% palladium-carbon (0.05 g) in ethanol (10 mL) was stirred at room temperature for 2 hrs under an atmosphere of hydrogen. The catalyst was removed by filtration, and the solvent was evaporated under reduced pressure to afford the title compound (0.156 g). The reactants are CC=1SC2=C(N1)C=C1C(=C2)C2(C(NC3=CC=CC=C23)=O)CO1 (2-methylspiro[furo[2,3-f][1,3]benzothiazole-7,3′-indol]-2′(1′H)-one), BrCC=1OC(=CC1)C(F)(F)F (2-(bromomethyl)-5-(trifluoromethyl)furan), CC1=NOC2=C1C=C1C(=C2)OCC12C(NC1=CC=CC=C21)=O (3-methylspiro[furo[3,2-f][1,2]benzisoxazole-5,3′-indol]-2′(1′H)-one), Br.BrCC1=NC=CC=C1 (2-(bromomethyl)pyridine hydrobromide). Yields the product CC=1SC2=C(N1)C=C1C(=C2)C2(C(N(C3=CC=CC=C23)CC2=NC=CC=C2)=O)CO1 (2-methyl-1′-(pyridin-2-ylmethyl)spiro[furo[2,3-f][1,3]benzothiazole-7,3′-indol]-2′(1′H)-one). Reaction SMILES: [CH3:1][C:2]1[S:3][C:4]2[CH:10]=[C:9]3[C:11]4([CH2:21][O:22][C:8]3=[CH:7][C:5]=2[N:6]=1)[C:19]1[C:14](=[CH:15][CH:16]=[CH:17][CH:18]=1)[NH:13][C:12]4=[O:20].CC1C2C=C3C4([C:43]5[C:38](=[CH:39][CH:40]=[CH:41][CH:42]=5)[NH:37]C4=O)COC3=CC=2ON=1.Br.BrCC1C=CC=CN=1.BrCC1OC(C(F)(F)F)=CC=1>>[CH3:1][C:2]1[S:3][C:4]2[CH:10]=[C:9]3[C:11]4([CH2:21][O:22][C:8]3=[CH:7][C:5]=2[N:6]=1)[C:19]1[C:14](=[CH:15][CH:16]=[CH:17][CH:18]=1)[N:13]([CH2:39][C:38]1[CH:43]=[CH:42][CH:41]=[CH:40][N:37]=1)[C:12]4=[O:20] |f:2.3|. Procedure: Following the procedure as described in EXAMPLE 9 and making non-critical variations using 2-methylspiro[furo[2,3-f][1,3]benzothiazole-7,3′-indol]-2′(1′H)-one to replace 3-methylspiro[furo[3,2-f][1,2]benzisoxazole-5,3′-indol]-2′(1′H)-one, and 2-(bromomethyl)pyridine hydrobromide to replace 2-(bromomethyl)-5-(trifluoromethyl)furan, 2-methyl-1′-(pyridin-2-ylmethyl)spiro[furo[2,3-f][1,3]benzothiazole-7,3′-indol]-2′(1′H)-one was obtained (38%) as a colorless solid: mp 249-250° C. (ethyl acetate); 1H... Starting materials: COC(=O)C=CC(=O)[O-], CO, O=C(O)C=CC(=O)O. The product is COC(=O)C=CC(=O)OC. As a reaction SMILES: [C:9]([CH:10]=[CH:11][C:12](=[O:13])[O-:14])(=[O:15])[O:16][CH3:17].[CH3:18][OH:19].[OH:1][C:2]([CH:3]=[CH:4][C:5](=[O:6])[OH:7])=[O:8]>>[CH3:2][O:14][C:12]([CH:11]=[CH:10][C:9](=[O:15])[O:16][CH3:17])=[O:13]. Starting materials: BrC=1N=C(SC1)OC1CCN(CC1)C(=O)OC(C)(C)C (tert-butyl 4-((4-bromothiazol-2-yl)oxy)piperidine-1-carboxylate), N1(N=CN=C1)C=1C=C2C=CNC2=CC1 (5-(1H-1,2,4-triazol-1-yl)-1H-indole), BrC=1N=C(SC1)OC1CCN(CC1)C(=O)OC(C)(C)C (tert-butyl 4-((4-bromothiazol-2-yl)oxy)piperidine-1-carboxylate), N1(N=CN=C1)C=1C=C2C=CNC2=CC1 (5-(1H-1,2,4-triazol-1-yl)-1H-indole). Yields the product C(C)(C)(C)OC(=O)N1CCC(CC1)OC=1SC=C(N1)N1C=CC2=CC(=CC=C12)N1N=CN=C1 (tert-Butyl-4-((4-(5-(1H-1,2,4-triazol-1-yl)-1H-indol-1-yl)thiazol-2-yl) oxy)piperidine-1-carboxylate). Reaction SMILES: Br[C:2]1[N:3]=[C:4]([O:7][CH:8]2[CH2:13][CH2:12][N:11]([C:14]([O:16][C:17]([CH3:20])([CH3:19])[CH3:18])=[O:15])[CH2:10][CH2:9]2)[S:5][CH:6]=1.[N:21]1([C:26]2[CH:27]=[C:28]3[C:32](=[CH:33][CH:34]=2)[NH:31][CH:30]=[CH:29]3)[CH:25]=[N:24][CH:23]=[N:22]1>>[C:17]([O:16][C:14]([N:11]1[CH2:12][CH2:13][CH:8]([O:7][C:4]2[S:5][CH:6]=[C:2]([N:31]3[C:32]4[C:28](=[CH:27][C:26]([N:21]5[CH:25]=[N:24][CH:23]=[N:22]5)=[CH:34][CH:33]=4)[CH:29]=[CH:30]3)[N:3]=2)[CH2:9][CH2:10]1)=[O:15])([CH3:20])([CH3:19])[CH3:18]. Reported procedure: The title compound was prepared by following the similar procedure as described in Example-1 using tert-Butyl 4-((4-bromothiazol-2-yl)oxy)piperidine-1-carboxylate (intermediate 46) and 5-(1H-1,2,4-triazol-1-yl)-1H-indole (intermediate 58). Starting materials: C[Si](C)(C)C#CC1=CC(=NC=C1)N (4-Trimethylsilanylethynyl-pyridin-2-ylamine), C(C1=CC=CC=C1)(=O)N=C=O (benzoyl isocynate), C([O-])([O-])=O.[K+].[K+] (Potassium carbonate). Run in C(Cl)Cl (DCM). Reaction conditions: temperature 50 celsius. Yields the product C(#C)C1=CC(=NC=C1)NC(=O)N ((4-Ethynyl-pyridin-2-yl)-urea). The yield is 5.2%. RXN SMILES: C[Si]([C:5]#[C:6][C:7]1[CH:12]=[CH:11][N:10]=[C:9]([NH2:13])[CH:8]=1)(C)C.[C:14]([N:22]=C=O)(=[O:21])C1C=CC=CC=1.C(=O)([O-])[O-].[K+].[K+]>C(Cl)Cl>[C:6]([C:7]1[CH:12]=[CH:11][N:10]=[C:9]([NH:13][C:14]([NH2:22])=[O:21])[CH:8]=1)#[CH:5] |f:2.3.4|. Procedure details: 4-Trimethylsilanylethynyl-pyridin-2-ylamine (7.8 g, 42 mmol) and benzoyl isocynate (12.2 g, 82.9 mmol) are added into DCM (350 mL). The reaction mixture is heated at 50° C. for 16 hrs. Then the solvent is removed and the residue is dissolved in ethanol (350 mL). Potassium carbonate (8.58 g, 62.2 mmol) is added and the mixture is heated at 80° C. for 1 hr. The solvent is removed and the residue is partitioned between water (100 mL) and EtOAc (100 mL). The aqueous layer is separated and extracted ... The reactants are CNC(=O)c1cnc(Oc2ccc3c(c2)CCN(C(=O)OC(C)(C)C)CC3)cn1, ClCCl, Cl, C1COCCO1. Yields the product CNC(=O)c1cnc(Oc2ccc3c(c2)CCNCC3)cn1. RXN SMILES: [CH3:1][NH:2][C:3](=[O:4])[c:5]1[n:6][cH:7][c:8]([O:11][c:12]2[cH:13][c:14]3[c:15]([cH:28][cH:29]2)[CH2:16][CH2:17][N:18]([C:21]([O:22][C:23]([CH3:24])([CH3:25])[CH3:26])=[O:27])[CH2:19][CH2:20]3)[n:9][cH:10]1.[Cl:37][CH2:38][Cl:39].[ClH:30].[O:31]1[CH2:32][CH2:33][O:34][CH2:35][CH2:36]1>>[CH3:1][NH:2][C:3](=[O:4])[c:5]1[n:6][cH:7][c:8]([O:11][c:12]2[cH:13][c:14]3[c:15]([cH:28][cH:29]2)[CH2:16][CH2:17][NH:18][CH2:19][CH2:20]3)[n:9][cH:10]1.